This data is from the Open Reaction Database (ORD), a public repository of structured organic reaction records. The task is: describe an organic reaction: reactants, conditions, products, and yield The reactants are ClC=1C=CC2=C(C(=NO2)OCC(COS(N)(=O)=O)NC(=O)OC(C)(C)C)C1 (5-chloro-3-(2-tert-butoxycarbonylamino-3-sulfamoyloxypropoxy)-1,2-benzoisoxazole), O1CCOCC1 (dioxane), Cl (hydrogen chloride), C(C)(=O)OCC (ethyl acetate). Solvent: CO (methanol). Product: Cl.NC(COC1=NOC2=C1C=C(C=C2)Cl)COS(N)(=O)=O (3-(2-amino-3-sulfamoyloxypropoxy)-5-chloro-1,2-benzoisoxazole hydrochloride). Reaction SMILES: [Cl:1][C:2]1[CH:3]=[CH:4][C:5]2[O:9][N:8]=[C:7]([O:10][CH2:11][CH:12]([NH:19]C(OC(C)(C)C)=O)[CH2:13][O:14][S:15](=[O:18])(=[O:17])[NH2:16])[C:6]=2[CH:27]=1.O1CCOCC1.Cl.C(OCC)(=O)C>CO>[ClH:1].[NH2:19][CH:12]([CH2:13][O:14][S:15](=[O:17])(=[O:18])[NH2:16])[CH2:11][O:10][C:7]1[C:6]2[CH:27]=[C:2]([Cl:1])[CH:3]=[CH:4][C:5]=2[O:9][N:8]=1 |f:5.6|. Reported procedure: To a solution of 0.4 g of 5-chloro-3-(2-tert-butoxycarbonylamino-3-sulfamoyloxypropoxy)-1,2-benzoisoxazole in 10 ml of methanol is added 5 ml of a dioxane solution (3.2N) of hydrogen chloride at room temperature and they are subjected to reaction at the same temperature for 24 hours, after which the solvent is removed by distillation under reduced pressure. To the residue obtained is added 10 ml of ethyl acetate, and the crystals precipitated are collected by filtration, to obtain 0.24 g of colo... The reactants are Cl.N[C@@H](CSC=1OC2=C(N1)C=CC=C2)C (2-[(R)-2-amino-1-propylthio]benzoxazole hydrochloride), C(C)(=O)O[C@H]1[C@@H](O[C@@H]([C@H]1OC(C)=O)COC(C)=O)N1C2=NC(=NC(=C2N=C1)Cl)Cl (9-(2,3,5-tri-O-acetyl-β-D-ribofuranosyl)-2,6-dichloro-9H-purine), C[O-].[Na+] (sodium methoxide). Run in CO (methanol). Product: O1C(=NC2=C1C=CC=C2)SC[C@@H](C)NC=2C=1N=CN([C@H]3[C@H](O)[C@H](O)[C@@H](CO)O3)C1N=C(N2)Cl (N-[(R)-1-(2-benzoxazolyl)thio2-propyl]-2-chloroadenosine). The yield is 12.5%. Reaction SMILES: Cl.[NH2:2][C@H:3]([CH3:15])[CH2:4][S:5][C:6]1[O:7][C:8]2[CH:14]=[CH:13][CH:12]=[CH:11][C:9]=2[N:10]=1.C([O:19][C@@H:20]1[C@H:24]([O:25]C(=O)C)[C@@H:23]([CH2:29][O:30]C(=O)C)[O:22][C@H:21]1[N:34]1[CH:42]=[N:41][C:40]2[C:35]1=[N:36][C:37]([Cl:44])=[N:38][C:39]=2Cl)(=O)C.C[O-].[Na+]>CO>[O:7]1[C:8]2[CH:14]=[CH:13][CH:12]=[CH:11][C:9]=2[N:10]=[C:6]1[S:5][CH2:4][C@H:3]([NH:2][C:39]1[C:40]2[N:41]=[CH:42][N:34]([C:35]=2[N:36]=[C:37]([Cl:44])[N:38]=1)[C@@H:21]1[O:22][C@H:23]([CH2:29][OH:30])[C@@H:24]([OH:25])[C@H:20]1[OH:19])[CH3:15] |f:0.1,3.4|. Procedure: The title compound was prepared essentially according to method A as described above in Example 1 by reacting 2-[(R)-2-amino-1-propylthio]benzoxazole hydrochloride [prepared by alkylation of 2-mercaptobenzoxazole (3.5 g, 23 mmol) using methanesulphonic acid, 2-[(R)-N-tert-butyloxycarbonylamino]-1-propyl ester (7.2 g, 30 mmol) followed by acidic hydrolysis] (1.7 g, 6 mmol) with 9-(2,3,5-tri-O-acetyl-β-D-ribofuranosyl)-2,6-dichloro-9H-purine (2.7 g, 6.0 mmol), followed by deacylation of the purifi... Starting materials: C(C)NCC (diethylamine), C(#N)C1=CC=C(C=C1)O (4-cyanophenol), BrCCCCl (1-bromo-3-chloropropane). Product: C(C)N(CCCOC1=CC=C(C#N)C=C1)CC (4-[3-(diethylamino)propoxy]benzonitrile), crude product. Yield: 100.0%. RXN SMILES: [C:1]([C:3]1[CH:8]=[CH:7][C:6]([OH:9])=[CH:5][CH:4]=1)#[N:2].Br[CH2:11][CH2:12][CH2:13]Cl.[CH2:15]([NH:17][CH2:18][CH3:19])[CH3:16]>>[CH2:15]([N:17]([CH2:18][CH3:19])[CH2:11][CH2:12][CH2:13][O:9][C:6]1[CH:7]=[CH:8][C:3]([C:1]#[N:2])=[CH:4][CH:5]=1)[CH3:16]. Procedure: According to a similar manner as that in Reference Example 36 except that 4-cyanophenol, 1-bromo-3-chloropropane, and diethylamine were used, 4-[3-(diethylamino)propoxy]benzonitrile (100%) was obtained as a crude product. The reactants are ClC1=CC=C(C=C1)N1CC2(CC3=C(C(=C(C(=C13)C)C)O)C)CCC2 (1′-(4-Chlorophenyl)-5′,7′,8′-trimethyl-1′,4′-dihydro-2′H-spiro[cyclobutane-1,3′-quinolin]-6′-ol), [N+](=O)(O)[O-] (HNO3). Run in C(C)(=O)O (acetic acid), C(C)(=O)O (acetic acid). Run at time 0.5 hour. The product is CC1=C(C(=CC(=C1C)[N+](=O)[O-])C)O (2,3,6-trimethyl-4-nitrophenol). RXN SMILES: ClC1C=CC(N2[C:17]3[C:12](=[C:13]([CH3:21])[C:14]([OH:20])=[C:15]([CH3:19])[C:16]=3C)[CH2:11]C3(CCC3)C2)=CC=1.[N+:25]([O-:28])(O)=[O:26]>C(O)(=O)C>[CH3:21][C:13]1[C:12]([CH3:11])=[C:17]([N+:25]([O-:28])=[O:26])[CH:16]=[C:15]([CH3:19])[C:14]=1[OH:20]. Procedure details: 2,3,6-trimethyl phenol 1 (19.1 g) was dissolved in acetic acid (190 mL). This solution was added to an acetic acid solution of HNO3 (150 mL, 1M) at room temperature in 4.5 hours. After another 0.5 hour, the mixture was evaporated, and the residue was taken up by EtOAc (350 mL). This solution was washed with water (150 mL×2), and brine (150 mL), dried and evaporated. Elution on a silica column (Hexane: EtOAc, 5:1-5:2), gave 2,3,6-trimethyl-4-nitrophenol (7.56 g), as a yellow solid. 1H-NMR, (300 M... Starting materials: C[C@H](CC1=CNC2=C(C=CC=C12)O[C@H](C(=O)N1CCOCC1)C)NC(OC(C)(C)C)=O (tert-butyl (1R)-1-methyl-2-(7-{[(1S)-1-methyl-2-morpholin-4-yl-2-oxoethyl]oxy}-1H-indol-3-yl)ethylcarbamate), C(C(=O)O)(=O)O (oxalic acid). Run in C(C)#N (acetonitrile). Product: C[C@H](CC1=CNC2=C(C=CC=C12)O[C@H](C(=O)N1CCOCC1)C)N ((1R)-1-Methyl-2-(7-{[(1S)-1-methyl-2-morpholin-4-yl-2-oxoethyl]oxy}-1H-indol-3-yl)ethylamine). Yield: 79.0%. Reaction SMILES: [CH3:1][C@@H:2]([NH:24]C(=O)OC(C)(C)C)[CH2:3][C:4]1[C:12]2[C:7](=[C:8]([O:13][C@@H:14]([CH3:23])[C:15]([N:17]3[CH2:22][CH2:21][O:20][CH2:19][CH2:18]3)=[O:16])[CH:9]=[CH:10][CH:11]=2)[NH:6][CH:5]=1.C(O)(=O)C(O)=O>C(#N)C>[CH3:1][C@@H:2]([NH2:24])[CH2:3][C:4]1[C:12]2[C:7](=[C:8]([O:13][C@@H:14]([CH3:23])[C:15]([N:17]3[CH2:22][CH2:21][O:20][CH2:19][CH2:18]3)=[O:16])[CH:9]=[CH:10][CH:11]=2)[NH:6][CH:5]=1. Procedure details: To a solution of tert-butyl (1R)-1-methyl-2-(7-{[(1S)-1-methyl-2-morpholin-4-yl-2-oxoethyl]oxy}-1H-indol-3-yl)ethylcarbamate (1.03 g, 2.39 mmol) in acetonitrile (10 mL) is added oxalic acid (860 mg, 9.55 mmol), and the mixture is refluxed for 5 hours. The reaction solution is evaporated under reduced pressure to remove the solvent, and to the residue are added a 10% aqueous potassium carbonate solution and a mixture of chloroform:methanol (10:1) for separation. The organic layer is dried over an... Reactants: N1(C=CC=C1)S(=O)(=O)C=1NC(C=CC1)=O (2-(pyrrole-1-sulphonyl)pyrid-6-one), S(=O)(=O)(C)Cl (mesyl chloride). Run in ClCCl (dichloromethane), ClCCl (dichloromethane), C(C)N(CC)CC (triethylamine). The product is N1(C=CC=C1)S(=O)(=O)C1=NC(=CC=C1)OS(=O)(=O)C (2-(pyrrole-1-sulphonyl)-6-(methanesulphonyloxy)pyridine). RXN SMILES: [N:1]1([S:6]([C:9]2[NH:10][C:11](=[O:15])[CH:12]=[CH:13][CH:14]=2)(=[O:8])=[O:7])[CH:5]=[CH:4][CH:3]=[CH:2]1.[S:16](Cl)([CH3:19])(=[O:18])=[O:17]>ClCCl.C(N(CC)CC)C>[N:1]1([S:6]([C:9]2[CH:14]=[CH:13][CH:12]=[C:11]([O:15][S:16]([CH3:19])(=[O:18])=[O:17])[N:10]=2)(=[O:8])=[O:7])[CH:2]=[CH:3][CH:4]=[CH:5]1. Procedure: To a stirred solution of 2-(pyrrole-1-sulphonyl)pyrid-6-one (0.22 g) in dichloromethane (20 cm3) under nitrogen at 0° C. was added in solution of mesyl chloride (0.124 g) in dichloromethane (5 cm3) and triethylamine (0.109 g). Starting materials: C[O-], CCOCC, CO, CC(=O)Nc1cc(C(C)O[N+](=O)[O-])c(Cl)cc1F, [Na+]. The product is COC(C)c1cc(NC(C)=O)c(F)cc1Cl. RXN SMILES: [CH3:19][O-:20].[CH3:22][CH2:23][O:24][CH2:25][CH3:26].[CH3:27][OH:28].[N+:1]([O-:2])([O:3][CH:4]([CH3:5])[c:6]1[c:7]([Cl:17])[cH:8][c:9]([F:16])[c:10]([NH:12][C:13](=[O:14])[CH3:15])[cH:11]1)=[O:18].[Na+:21]>>[O:3]([CH:4]([CH3:5])[c:6]1[c:7]([Cl:17])[cH:8][c:9]([F:16])[c:10]([NH:12][C:13](=[O:14])[CH3:15])[cH:11]1)[CH3:22].